describe an organic reaction: reactants, conditions, products, and yield From a dataset of the Open Reaction Database (ORD), a public repository of structured organic reaction records. Starting materials: CCO, CCOC(=O)c1ccc(-n2c(C=Cc3cccc(OC)c3OC3CCCC3)nc3ccccc32)nn1, Cl, [Li+], [OH-]. The product is COc1cccc(C=Cc2nc3ccccc3n2-c2ccc(C(=O)O)nn2)c1OC1CCCC1. As a reaction SMILES: [CH3:40][CH2:41][OH:42].[CH:3]1([O:8][c:9]2[c:10]([CH:17]=[CH:18][c:19]3[n:20][c:21]4[c:22]([n:23]3-[c:24]3[cH:25][cH:26][c:27]([C:30](=[O:31])[O:32][CH2:33][CH3:34])[n:28][n:29]3)[cH:35][cH:36][cH:37][cH:38]4)[cH:11][cH:12][cH:13][c:14]2[O:15][CH3:16])[CH2:4][CH2:5][CH2:6][CH2:7]1.[ClH:39].[Li+:1].[OH-:2]>>[CH:3]1([O:8][c:9]2[c:10]([CH:17]=[CH:18][c:19]3[n:20][c:21]4[c:22]([n:23]3-[c:24]3[cH:25][cH:26][c:27]([C:30](=[O:31])[OH:32])[n:28][n:29]3)[cH:35][cH:36][cH:37][cH:38]4)[cH:11][cH:12][cH:13][c:14]2[O:15][CH3:16])[CH2:4][CH2:5][CH2:6][CH2:7]1.